From a dataset of the Open Reaction Database (ORD), a public repository of structured organic reaction records. describe an organic reaction: reactants, conditions, products, and yield Reactants: CC(C)(C)C1=CC=C(C=C1)C1=CC(OC2=CC=C(C=C12)C#CC1=CC=C(C(=O)OCC)C=C1)(C)C (ethyl 4-[[4-(4-(1,1-dimethylethyl)phenyl)-2,2-dimethyl(2H)-chromen-6-yl]-ethynyl]-benzoate), CC(C)(C)C1=CC=C(C=C1)C1=CC(OC2=CC=C(C=C12)C#CC1=CC=C(C(=O)OCC)C=C1)(C)C (ethyl 4-[[4-(4-(1,1-dimethylethyl)phenyl)-2,2-dimethyl(2H)-chromen-6-yl]-ethynyl]-benzoate), [OH-].[Na+] (NaOH), aqueous solution, Cl (HCl). Solvent: C1CCOC1 (THF), CCO (EtOH). Conditions: temperature 35 celsius, time 8 hour. Product: CC(C)(C)C1=CC=C(C=C1)C1=CC(OC2=CC=C(C=C12)C#CC1=CC=C(C(=O)O)C=C1)(C)C (4-[[4-(4-(1,1-dimethylethyl)phenyl)-2,2-dimethyl-(2H)-chromen-6-yl]-ethynyl]benzoic acid). Yield: 73.9%. RXN SMILES: [CH3:1][C:2]([C:5]1[CH:10]=[CH:9][C:8]([C:11]2[C:20]3[C:15](=[CH:16][CH:17]=[C:18]([C:21]#[C:22][C:23]4[CH:33]=[CH:32][C:26]([C:27]([O:29]CC)=[O:28])=[CH:25][CH:24]=4)[CH:19]=3)[O:14][C:13]([CH3:35])([CH3:34])[CH:12]=2)=[CH:7][CH:6]=1)([CH3:4])[CH3:3].[OH-].[Na+].Cl>C1COCC1.CCO>[CH3:4][C:2]([C:5]1[CH:6]=[CH:7][C:8]([C:11]2[C:20]3[C:15](=[CH:16][CH:17]=[C:18]([C:21]#[C:22][C:23]4[CH:24]=[CH:25][C:26]([C:27]([OH:29])=[O:28])=[CH:32][CH:33]=4)[CH:19]=3)[O:14][C:13]([CH3:35])([CH3:34])[CH:12]=2)=[CH:9][CH:10]=1)([CH3:1])[CH3:3] |f:1.2|. Reported procedure: To a solution of ethyl 4-[[4-(4-(1,1-dimethylethyl)phenyl)-2,2-dimethyl(2H)-chromen-6-yl]-ethynyl]-benzoate (Compound 269, 72.0 mg, 0.155 mmol) in 3.0 mL THF and 3.0 mL EtOH was added NaOH (120.0 mg, 3.0 mmol, 3.0 mL of a 1M aqueous solution). The resulting solution was heated to 35° C., cooled to room temperature and stirred overnight. The reaction mixture was acidified with 10% aqueous HCl and extracted with EtOAc. The combined organic layers were washed with H2O, saturated aqueous NaCl, and d... The reactants are C1=C2C=C3N(C2=CC(=C1)C(=O)N)CC1=CC=CC=C13 (6H-Isoindolo[2,1-a]indole-3-carboxamide), BrC=1NC2=CC(=CC=C2C1C1CCCCC1)C(=O)NS(N(C)C)(=O)=O (2-bromo-3-cyclohexyl-N-(N,N-dimethylsulfamoyl)-1H-indole-6-carboxamide), C(=O)C1=C(C=CC(=C1)OC)B(O)O (2-formyl-4-methoxyphenylboronic acid), [Li+].[Cl-] (LiCl), four, Cl (HCl), C(=O)([O-])[O-].[Na+].[Na+] (Na2CO3). Reagents/catalysts: C=1C=CC(=CC1)[P](C=2C=CC=CC2)(C=3C=CC=CC3)[Pd]([P](C=4C=CC=CC4)(C=5C=CC=CC5)C=6C=CC=CC6)([P](C=7C=CC=CC7)(C=8C=CC=CC8)C=9C=CC=CC9)[P](C=1C=CC=CC1)(C=1C=CC=CC1)C=1C=CC=CC1 (Pd(PPh3)4). Solvent: CCO (EtOH), C1(=CC=CC=C1)C (toluene), O (H2O). Reaction conditions: temperature 70 celsius. Product: C1(CCCCC1)C1=C(NC2=CC(=CC=C12)C(=O)NS(N(C)C)(=O)=O)C1=C(C=C(C=C1)OC)C=O (3-cyclohexyl-N-(N,N-dimethylsulfamoyl)-2-(2-formyl-4-methoxyphenyl)-1H-indole-6-carboxamide). The yield is 64.9%. Reaction SMILES: C1C=C(C(N)=O)C=C2C=1C=C1C3C(=CC=CC=3)CN12.Br[C:21]1[NH:22][C:23]2[C:28]([C:29]=1[CH:30]1[CH2:35][CH2:34][CH2:33][CH2:32][CH2:31]1)=[CH:27][CH:26]=[C:25]([C:36]([NH:38][S:39](=[O:44])(=[O:43])[N:40]([CH3:42])[CH3:41])=[O:37])[CH:24]=2.[CH:45]([C:47]1[CH:52]=[C:51]([O:53][CH3:54])[CH:50]=[CH:49][C:48]=1B(O)O)=[O:46].[Li+].[Cl-].C([O-])([O-])=O.[Na+].[Na+].Cl>O.C1C=CC([P]([Pd]([P](C2C=CC=CC=2)(C2C=CC=CC=2)C2C=CC=CC=2)([P](C2C=CC=CC=2)(C2C=CC=CC=2)C2C=CC=CC=2)[P](C2C=CC=CC=2)(C2C=CC=CC=2)C2C=CC=CC=2)(C2C=CC=CC=2)C2C=CC=CC=2)=CC=1.CCO.C1(C)C=CC=CC=1>[CH:30]1([C:29]2[C:28]3[C:23](=[CH:24][C:25]([C:36]([NH:38][S:39](=[O:44])(=[O:43])[N:40]([CH3:42])[CH3:41])=[O:37])=[CH:26][CH:27]=3)[NH:22][C:21]=2[C:48]2[CH:49]=[CH:50][C:51]([O:53][CH3:54])=[CH:52][C:47]=2[CH:45]=[O:46])[CH2:35][CH2:34][CH2:33][CH2:32][CH2:31]1 |f:3.4,5.6.7,^1:71,73,92,111|. Procedure details: 6H-Isoindolo[2,1-a]indole-3-carboxamide, 11-cyclohexyl-N-[(dimethylamino)sulfonyl]-6-ethoxy-8-methoxy-. To a 5 L four necked round bottom flask equipped with a temperature controller, a condenser, a N2 inlet and a mechanical stirrer, was charged toluene (900 mL), EtOH (900 mL), 2-bromo-3-cyclohexyl-N-(N,N-dimethylsulfamoyl)-1H-indole-6-carboxamide (90 g, 0.21 mol), 2-formyl-4-methoxyphenylboronic acid (49.2 g, 0.273 mol) and LiCl (22.1 g, 0.525 mol). The resulting solution was bubbled with N2 fo... The reactants are C1OC=2C=C(C=CC2OC1)NC1=NC(=NC=C1F)NC1=CC(=CC=C1)O (N4-(3,4-ethylenedioxyphenyl)-5-fluoro-N2-(3-hydroxyphenyl)-2,4-pyrimidinediamine), ClC1=NC=C(C(=N1)NC1=CC2=C(C=C1)OCCO2)F (2-chloro-N4-(3,4-ethylenedioxyphenyl)-5-fluoro-4-pyrimidineamine), NC1=CC=C2C=CNC2=C1 (6-aminoindole). The product is C1OC=2C=C(C=CC2OC1)NC1=NC(=NC=C1F)NC1=CC=C2C=CNC2=C1 (N4-(3,4-ethylenedioxyphenyl)-5-fluoro-N2-[(1H)-indol-6-yl]-2,4-pyrimidinediamine). As a reaction SMILES: [CH2:1]1[CH2:10][O:9][C:8]2[CH:7]=[CH:6][C:5]([NH:11][C:12]3[C:17]([F:18])=[CH:16][N:15]=[C:14]([NH:19][C:20]4[CH:25]=[CH:24][CH:23]=[C:22](O)[CH:21]=4)[N:13]=3)=[CH:4][C:3]=2[O:2]1.ClC1N=C(NC2C=CC3OCCOC=3C=2)[C:31](F)=[CH:30][N:29]=1.NC1C=C2C(C=CN2)=CC=1>>[CH2:1]1[CH2:10][O:9][C:8]2[CH:7]=[CH:6][C:5]([NH:11][C:12]3[C:17]([F:18])=[CH:16][N:15]=[C:14]([NH:19][C:20]4[CH:21]=[C:22]5[C:23]([CH:31]=[CH:30][NH:29]5)=[CH:24][CH:25]=4)[N:13]=3)=[CH:4][C:3]=2[O:2]1. Procedure details: In a manner similar to the preparation of N4-(3,4-ethylenedioxyphenyl)-5-fluoro-N2-(3-hydroxyphenyl)-2,4-pyrimidinediamine, 2-chloro-N4-(3,4-ethylenedioxyphenyl)-5-fluoro-4-pyrimidineamine and 6-aminoindole were reacted to yield N4-(3,4-ethylenedioxyphenyl)-5-fluoro-N2-[(1H)-indol-6-yl]-2,4-pyrimidinediamine. LCMS: ret. time: 20.80 min.; purity: 91%; MS (m/e): 378 (MH+). Reactants: C(CCCCCCCC)I (nonyl iodide), CN(C)C(CC)O (N,N-dimethylaminopropanol), CCOCC (ether). The solvent is C(C)#N (acetonitrile). Product: [I-].OCCC[N+](CCCCCCCCC)(C)C (3-Hydroxypropyl Dimethyl Nonyl Ammonium Iodide). Isolated yield 77.0%. RXN SMILES: [CH2:1]([I:10])[CH2:2][CH2:3][CH2:4][CH2:5][CH2:6][CH2:7][CH2:8][CH3:9].[CH3:11][N:12]([CH:14](O)[CH2:15][CH3:16])[CH3:13].CC[O:20]CC>C(#N)C>[I-:10].[OH:20][CH2:16][CH2:15][CH2:14][N+:12]([CH3:13])([CH3:11])[CH2:1][CH2:2][CH2:3][CH2:4][CH2:5][CH2:6][CH2:7][CH2:8][CH3:9] |f:4.5|. Procedure details: Employing the procedure of EXAMPLE II, 20.0 g of nonyl iodide was reacted with 14.3 ml of N,N-dimethylaminopropanol in 50 ml of acetonitrile to provide a crude product which was slurried with ether to give 27 g (77%) of an amber oil which solidified on standing. Proton NMR confirmed the desired structure. The reactants are C(C)(=O)OC(C)C1(CC(CC1)(OC)OC)C(=O)OC(C)(C)C (tert-Butyl 1-[1-(acetyloxy)ethyl]-3,3-dimethoxycyclopentanecarboxylate), C(C)(=O)[O-] (acetate). The solvent is Cl (HCl), O1CCOCC1 (dioxane), O (water). Conditions: time 5 hour. The product is OC(C)C1(CC(CC1)=O)C(=O)O (1-(1-hydroxyethyl)-3-oxocyclopentanecarboxylic acid). Reaction SMILES: C([O:4][CH:5]([C:7]1([C:16]([O:18]C(C)(C)C)=[O:17])[CH2:11][CH2:10][C:9](OC)([O:12]C)[CH2:8]1)[CH3:6])(=O)C.C([O-])(=O)C>Cl.O1CCOCC1.O>[OH:4][CH:5]([C:7]1([C:16]([OH:18])=[O:17])[CH2:11][CH2:10][C:9](=[O:12])[CH2:8]1)[CH3:6]. Procedure: tert-Butyl 1-[1-(acetyloxy)ethyl]-3,3-dimethoxycyclopentanecarboxylate (8.04 g, 25.4 mmol) was dissolved in anhydrous 4N HCl in dioxane (ca. 50 mL) and 5 mL of water was added (this was a mistake which led to inadvertent hydrolysis of the acetate). The reaction mixture was stirred at rt for 5 h, then was concentrated. Purification by flash chromatography (silica, 8% methanol/DCM) afforded 1-(1-hydroxyethyl)-3-oxocyclopentanecarboxylic acid. The reactants are [N+](=O)([O-])C1=C(C(C(=O)O)O)C=CC=C1 (2-nitromandelic acid), C(C)(C)(C)OC(NC(C)C)=NC(C)C (O-t-butyl-N,N'-diisopropylisourea). The solvent is C(Cl)(Cl)Cl (chloroform). Yields the product [N+](=O)([O-])C1=C(C(C(=O)OC(C)(C)C)O)C=CC=C1 (t-butyl 2-nitromandelate), pale brown clear oil. The yield is 90.0%. Reaction SMILES: [N+:1]([C:4]1[CH:14]=[CH:13][CH:12]=[CH:11][C:5]=1[CH:6]([OH:10])[C:7]([OH:9])=[O:8])([O-:3])=[O:2].[C:15](OC(=NC(C)C)NC(C)C)([CH3:18])([CH3:17])[CH3:16]>C(Cl)(Cl)Cl>[N+:1]([C:4]1[CH:14]=[CH:13][CH:12]=[CH:11][C:5]=1[CH:6]([OH:10])[C:7]([O:9][C:15]([CH3:18])([CH3:17])[CH3:16])=[O:8])([O-:3])=[O:2]. Procedure details: To a suspension of 2-nitromandelic acid (0.86 g, 4.4 mmol) in chloroform (10 mL) with stirring is added O-t-butyl-N,N'-diisopropylisourea (2.7 g, 13 mmol). The resulting mixture is stirred overnight, then filtered. The filtrate is concentrated in vacuo, and the residue purified by flash chromatography using EtOAc/chloroform (0%→5%→10%), giving t-butyl 2-nitromandelate (18) as 0.99 g (90%) of a pale brown clear oil. Yields the product CC1=NC(=CC(=C1C)[C@H]1[C@@H](CN(CC1)C(=O)OC(C)(C)C)C(=O)OCC)OCC1=CC=CC=C1 (trans-1-(1,1-Dimethylethyl) 3-ethyl 4-{2,3-dimethyl-6-[(phenylmethyl)oxy]-4-pyridinyl}-1,3-piperidinedicarboxylate). RXN SMILES: [CH3:1][C:2]1[C:7]([CH3:8])=[C:6]([C@H:9]2[CH2:14][CH2:13][N:12]([C:15]([O:17][C:18]([CH3:21])([CH3:20])[CH3:19])=[O:16])[CH2:11][C@H:10]2[C:22]([O:24][CH2:25][CH3:26])=[O:23])[CH:5]=[C:4]([O:27][CH2:28][C:29]2[CH:34]=[CH:33][CH:32]=[CH:31][CH:30]=2)[N:3]=1.[O-]CC.[Na+]>C(O)C>[CH3:1][C:2]1[C:7]([CH3:8])=[C:6]([C@@H:9]2[CH2:14][CH2:13][N:12]([C:15]([O:17][C:18]([CH3:21])([CH3:19])[CH3:20])=[O:16])[CH2:11][C@H:10]2[C:22]([O:24][CH2:25][CH3:26])=[O:23])[CH:5]=[C:4]([O:27][CH2:28][C:29]2[CH:30]=[CH:31][CH:32]=[CH:33][CH:34]=2)[N:3]=1 |f:1.2|. Reactants: CC1=NC(=CC(=C1C)[C@@H]1[C@@H](CN(CC1)C(=O)OC(C)(C)C)C(=O)OCC)OCC1=CC=CC=C1 (cis-1-(1,1-dimethylethyl) 3-ethyl 4-{2,3-dimethyl-6-[(phenylmethyl)oxy]-4-pyridinyl}-1,3-piperidinedicarboxylate), [O-]CC.[Na+] (sodium ethoxide). Solvent: C(C)O (ethanol). Procedure details: To an ethanol solution (0.1 M) of cis-1-(1,1-dimethylethyl) 3-ethyl 4-{2,3-dimethyl-6-[(phenylmethyl)oxy]-4-pyridinyl}-1,3-piperidinedicarboxylate (1 eq.) from the previous step was added freshly prepared sodium ethoxide (1.2 eq.). The resulting yellow-orange solution was heated at 55° C. for 16 h. The volatiles were then removed in vacuo and the residue was partitioned between EtOAc and sat. aq. NH4Cl. The aqueous layer was separated and back-extracted with EtOAc. The combined organic extracts ... Reaction conditions: temperature 55 celsius. Starting materials: FC1=C(C=CC=C1)C1(OCCO1)C (2-(2-fluorophenyl)-2-methyl-1,3-dioxolane), CN(CCN(CCN(C)C)C)C (N,N,N′,N″,N″-pentamethyldiethylenetriamine), C(CCC)[Li] (n-butyl lithium), C1CCOC1 (THF), n-hexylaldehyde, [Cl-].[NH4+] (ammonium chloride). Solvent: CCCCCC (hexane). Run at time 1 hour. Product: FC1=C(C=CC=C1C(CCCCC)O)C1(OCCO1)C (2-[2-fluoro-3-(1-hydoxyhexyl)phenyl]-2-methyl-1,3-dioxolane). As a reaction SMILES: [F:1][C:2]1[CH:7]=[CH:6][CH:5]=[CH:4][C:3]=1[C:8]1([CH3:13])[O:12][CH2:11][CH2:10][O:9]1.CN(C)CCN(C)[CH2:19][CH2:20]N(C)C.C([Li])CCC.[Cl-].[NH4+].[CH2:33]1[CH2:37][O:36][CH2:35][CH2:34]1>CCCCCC>[F:1][C:2]1[C:7]([CH:35]([OH:36])[CH2:34][CH2:33][CH2:37][CH2:19][CH3:20])=[CH:6][CH:5]=[CH:4][C:3]=1[C:8]1([CH3:13])[O:9][CH2:10][CH2:11][O:12]1 |f:3.4|. Reported procedure: To a THF (48 mL) solution of 2-(2-fluorophenyl)-2-methyl-1,3-dioxolane (6.0 g) and N,N,N′,N″,N″-pentamethyldiethylenetriamine (8.0 mL) was added 1.58 M hexane solution of n-butyl lithium (25.3 mL) dropwise at −78° C. After the reaction mixture was stirred for 1 h, n-hexylaldehyde (5.88 mL) was added into the reaction mixture. After the reaction mixture was stirred for additional 1 h at −78° C., a saturated ammonium chloride aqueous solution was added into the reaction mixture. The reaction mixtu... Starting materials: C(C)C1=CC2=C(N(C(NC2=O)=O)CC2=CC=C(C=C2)C=2C(=CC=CC2)C#N)S1 (4′-[(6-ethyl-2,4-dioxo-3,4-dihydrothieno[2,3-d]pyrimidin-1(2H)-yl)methyl]biphenyl-2-carbonitrile), BrCC(=O)C1=CC=C(C=C1)F (2-bromo-1-(4-fluorophenyl)ethanone), [H-].[Na+] (sodium hydride). Run in CN(C)C=O (DMF). Reaction conditions: temperature 70 celsius, time 1 hour. The product is C(C)C1=CC2=C(N(C(N(C2=O)CC(=O)C2=CC=C(C=C2)F)=O)CC2=CC=C(C=C2)C=2C(=CC=CC2)C#N)S1 (4′-{[6-ethyl-3-[2-(4-fluorophenyl)-2-oxoethyl]-2,4-dioxo-3,4-dihydrothieno[2,3-d]pyrimidin-1(2H)-yl]methyl}biphenyl-2-carbonitrile). Isolated yield 69.1%. Reaction SMILES: [CH2:1]([C:3]1[S:28][C:6]2[N:7]([CH2:13][C:14]3[CH:19]=[CH:18][C:17]([C:20]4[C:21]([C:26]#[N:27])=[CH:22][CH:23]=[CH:24][CH:25]=4)=[CH:16][CH:15]=3)[C:8](=[O:12])[NH:9][C:10](=[O:11])[C:5]=2[CH:4]=1)[CH3:2].Br[CH2:30][C:31]([C:33]1[CH:38]=[CH:37][C:36]([F:39])=[CH:35][CH:34]=1)=[O:32].[H-].[Na+]>CN(C=O)C>[CH2:1]([C:3]1[S:28][C:6]2[N:7]([CH2:13][C:14]3[CH:19]=[CH:18][C:17]([C:20]4[C:21]([C:26]#[N:27])=[CH:22][CH:23]=[CH:24][CH:25]=4)=[CH:16][CH:15]=3)[C:8](=[O:12])[N:9]([CH2:30][C:31]([C:33]3[CH:38]=[CH:37][C:36]([F:39])=[CH:35][CH:34]=3)=[O:32])[C:10](=[O:11])[C:5]=2[CH:4]=1)[CH3:2] |f:2.3|. Reported procedure: To a solution of 4′-[(6-ethyl-2,4-dioxo-3,4-dihydrothieno[2,3-d]pyrimidin-1(2H)-yl)methyl]biphenyl-2-carbonitrile (1.50 g), 2-bromo-1-(4-fluorophenyl)ethanone (1.01 g) in DMF (50 ml) was added under ice-cooling 60% sodium hydride (0.093 g) and the mixture was stirred at 70° C. for 1 hr. The solvent was concentrated, water was added, and the mixture was extracted with ethyl acetate and dried over anhydrous magnesium sulfate. The solvent was evaporated under reduced pressure. Silica gel column chr...